This data is from the Open Reaction Database (ORD), a public repository of structured organic reaction records. The task is: describe an organic reaction: reactants, conditions, products, and yield Reactants: NC1=C(C=NN1C1=CC=CC=C1)C(=O)OCC (5-Amino-4-carbethoxy-1-phenylpyrazole), Cl (HCl), [NH4+].[OH-] (NH4OH). Yields the product C1(=CC=CC=C1)N1N=CC=C1N (1-Phenyl-1H-pyrazol-5-amine). The yield is 94.0%. RXN SMILES: [NH2:1][C:2]1[N:6]([C:7]2[CH:12]=[CH:11][CH:10]=[CH:9][CH:8]=2)[N:5]=[CH:4][C:3]=1C(OCC)=O.Cl.[NH4+].[OH-]>>[C:7]1([N:6]2[C:2]([NH2:1])=[CH:3][CH:4]=[N:5]2)[CH:12]=[CH:11][CH:10]=[CH:9][CH:8]=1 |f:2.3|. Procedure details: 5-Amino-4-carbethoxy-1-phenylpyrazole (1 eq.) was dissolved in 36% HCl solution (30 eq.) and the reaction mixture was stirred under reflux for overnight. The mixture was cooled, poured onto ice and made basic with NH4OH. The mixture was extracted with DCM (×3). The combined organic fractions were washed with brine, dried (Na2SO4), and the solvent was evaporated under reduced pressure to obtain the product as pale yellow oil in 94% yield. MS (ES+) C9H9N3 requires 159, found: 160 (M+H)+.